From a dataset of the Open Reaction Database (ORD), a public repository of structured organic reaction records. describe an organic reaction: reactants, conditions, products, and yield Reactants: O=C([O-])O, COc1ccc(OC2=C(C(=O)OCc3ccc([N+](=O)[O-])cc3)N3C(=O)CC3S2)cc1, [Na+], C1COCCO1, O. Reaction SMILES: [C:31](=[O:32])([OH:33])[O-:34].[CH3:1][O:2][c:3]1[cH:4][cH:5][c:6]([O:7][C:8]2=[C:9]([C:16](=[O:17])[O:18][CH2:19][c:20]3[cH:21][cH:22][c:23]([N+:24]([O-:25])=[O:26])[cH:27][cH:28]3)[N:10]3[C:11](=[O:15])[CH2:12][CH:13]3[S:14]2)[cH:29][cH:30]1.[Na+:35].[O:36]1[CH2:37][CH2:38][O:39][CH2:40][CH2:41]1.[OH2:42]>>[CH3:1][O:2][c:3]1[cH:4][cH:5][c:6]([O:7][C:8]2=[C:9]([C:16](=[O:17])[O-:18])[N:10]3[C:11](=[O:15])[CH2:12][CH:13]3[S:14]2)[cH:29][cH:30]1.[Na+:35]. Product: COc1ccc(OC2=C(C(=O)[O-])N3C(=O)CC3S2)cc1, [Na+]. Reactants: C(C)N1C(=C(C(C=C1)=O)OCC1=CC=CC=C1)COC (1-ethyl-2-methoxymethyl-3-benzyloxy-pyridin-4(1H)one), Cl (hydrochloric acid). The product is Cl.C(C)N1C(=C(C(C=C1)=O)O)CO (1-Ethyl-2-hydroxymethyl-3-hydroxy-pyridin-4(1H)-one hydrochloride). The yield is 73.0%. As a reaction SMILES: [CH2:1]([N:3]1[CH:8]=[CH:7][C:6](=[O:9])[C:5]([O:10]CC2C=CC=CC=2)=[C:4]1[CH2:18][O:19]C)[CH3:2].[ClH:21]>>[ClH:21].[CH2:1]([N:3]1[CH:8]=[CH:7][C:6](=[O:9])[C:5]([OH:10])=[C:4]1[CH2:18][OH:19])[CH3:2] |f:2.3|. Reported procedure: 2.0 g (7.33 mmol) 1-ethyl-2-methoxymethyl-3-benzyloxy-pyridin-4(1H)one was dissolved in 50 ml of 4N hydrochloric acid and refluxed for 6 hours. Concentration to dryness in vacuo afforded the crude product. Recrystallisation from methanol/diethyl ether gave the pure title compound (1.1 g, 73%) as a white crystalline solid. m.p. 168-169° C.